This data is from the Open Reaction Database (ORD), a public repository of structured organic reaction records. The task is: describe an organic reaction: reactants, conditions, products, and yield The reactants are [Br-], [Li]CCCC, O=C1CCC2(CC1)OCCO2, CC1(C)Cc2cccc(C[P+](c3ccccc3)(c3ccccc3)c3ccccc3)c2O1, C1CCOC1. The product is CC1(C)Cc2cccc(C=C3CCC4(CC3)OCCO4)c2O1. RXN SMILES: [Br-:1].[CH2:33]([Li:34])[CH2:35][CH2:36][CH3:37].[CH2:38]1[CH2:39][O:40][C:41]2([CH2:42][CH2:43][C:44](=[O:47])[CH2:45][CH2:46]2)[O:48]1.[CH3:2][C:3]1([CH3:32])[O:4][c:5]2[c:6]([cH:8][cH:9][cH:10][c:11]2[CH2:12][P+:13]([c:14]2[cH:15][cH:16][cH:17][cH:18][cH:19]2)([c:20]2[cH:21][cH:22][cH:23][cH:24][cH:25]2)[c:26]2[cH:27][cH:28][cH:29][cH:30][cH:31]2)[CH2:7]1.[O:49]1[CH2:50][CH2:51][CH2:52][CH2:53]1>>[CH3:2][C:3]1([CH3:32])[O:4][c:5]2[c:6]([cH:8][cH:9][cH:10][c:11]2[CH:12]=[C:44]2[CH2:43][CH2:42][C:41]3([O:40][CH2:39][CH2:38][O:48]3)[CH2:46][CH2:45]2)[CH2:7]1. RXN SMILES: [CH3:1][C:2]1[CH2:7][CH2:6][CH:5]([CH3:8])[C:4]([CH3:10])([CH3:9])[C:3]=1[CH:11]=[O:12].[CH2:13]1[CH2:18]CCCC1.C1(C)C=CC(S(O)(=O)=[O:26])=CC=1>O.C1(C)C=CC(S(O)(=O)=O)=CC=1.C(O)CO.O>[CH3:1][C:2]1[CH2:7][CH2:6][CH:5]([CH3:8])[C:4]([CH3:10])([CH3:9])[C:3]=1[CH:11]1[O:26][CH2:13][CH2:18][O:12]1 |f:3.4|. Procedure: 2,5,6,6-Tetramethyl-cyclohexene carbaldehyde (64/7/29 trans 2-ene/cis 2-ene/1-ene isomers mixture) (1660 g, 10 mol., 1 eq.), ethylene glycol (1240 g, 20 mol., 2 eq.), cyclohexane (1660 g) and p-toluene sulfonic acid monohydrate (7.6 g, 0.04 mol., 0.004 eq.) were loaded altogether in a 10 liter schmizo type reactor equipped with a heating circulator, temperature probe, mechanical stirring device and a Dean-stark apparatus. The biphasic mixture was heated to reflux under vigorous stirring with aze... The reactants are CC1=C(C(C(CC1)C)(C)C)C=O (2,5,6,6-Tetramethyl-cyclohexene carbaldehyde), C1CCCCC1 (cyclohexane), C1(=CC=C(C=C1)S(=O)(=O)O)C (p-toluene sulfonic acid). Yields the product CC1=C(C(C(CC1)C)(C)C)C1OCCO1 (2-(2,5,6,6-tetramethyl-cyclohexenyl)-1,3-dioxolane), residual heavy by-products. The solvent is C(CO)O (ethylene glycol), C(CO)O (ethylene glycol), O (water). The reagents and catalysts are O.C1(=CC=C(C=C1)S(=O)(=O)O)C (p-toluene sulfonic acid monohydrate).